Dataset: the Open Reaction Database (ORD), a public repository of structured organic reaction records. Task: describe an organic reaction: reactants, conditions, products, and yield Starting materials: BrC=1SC=CN1 (2-Bromothiazole), FC1=C(C=C(C=C1)[N+](=O)[O-])B1OC(C(O1)(C)C)(C)C (2-(2-fluoro-5-nitrophenyl)-4,4,5,5-tetramethyl-[1,3,2]dioxaborolane). The product is FC1=C(C=C(C=C1)[N+](=O)[O-])C=1SC=CN1 (2-(2-fluoro-5-nitrophenyl)thiazole). As a reaction SMILES: Br[C:2]1[S:3][CH:4]=[CH:5][N:6]=1.[F:7][C:8]1[CH:13]=[CH:12][C:11]([N+:14]([O-:16])=[O:15])=[CH:10][C:9]=1B1OC(C)(C)C(C)(C)O1>>[F:7][C:8]1[CH:13]=[CH:12][C:11]([N+:14]([O-:16])=[O:15])=[CH:10][C:9]=1[C:2]1[S:3][CH:4]=[CH:5][N:6]=1. Procedure details: 2-Bromothiazole (2.1 ml, 22.9 mmol) was coupled to 2-(2-fluoro-5-nitrophenyl)-4,4,5,5-tetramethyl-[1,3,2]dioxaborolane (3.0 g, 11.6 mmol) using the method in Example 47. Purification by chromatography on silica gel eluting with dichloromethane then recrystallisation from toluene/isohexane gave 2-(2-fluoro-5-nitrophenyl)thiazole as a brown solid: δH (360 MHz, CDCl3) 7.38 (1H, t, J 9), 7.58 (1H, d, J 3), 8.03 (1H, t, J 3), 8.26-8.31 (1H, m), 9.26 (1H, d, J 6 and 3). Starting materials: [C-]#N, O=c1[nH]c(=O)n(C2CC(O)C(CO)O2)cc1I. The product is N#Cc1cn(C2CC(O)C(CO)O2)c(=O)[nH]c1=O. As a reaction SMILES: [C-:18]#[N:19].[I:1][c:2]1[c:3](=[O:17])[nH:4][c:5](=[O:16])[n:6]([CH:7]2[CH2:8][CH:9]([OH:10])[CH:11]([CH2:12][OH:13])[O:14]2)[cH:15]1>>[c:2]1([C:18]#[N:19])[c:3](=[O:17])[nH:4][c:5](=[O:16])[n:6]([CH:7]2[CH2:8][CH:9]([OH:10])[CH:11]([CH2:12][OH:13])[O:14]2)[cH:15]1.